From a dataset of the Open Reaction Database (ORD), a public repository of structured organic reaction records. describe an organic reaction: reactants, conditions, products, and yield The reactants are ClCCCBr, O=C([O-])[O-], CCOCC, COc1ccc2[nH]c(=O)c(-c3nnn(Cc4cccc(OCc5ccc6ccccc6n5)c4)n3)cc2c1, ClC(Cl)Cl, [K+], [K+], CN(C)C=O. Product: COc1ccc2c(c1)cc(-c1nnn(Cc3cccc(OCc4ccc5ccccc5n4)c3)n1)c(=O)n2CCCCl. RXN SMILES: [Br:44][CH2:45][CH2:46][CH2:47][Cl:48].[C:38](=[O:39])([O-:40])[O-:41].[CH2:54]([O:55][CH2:56][CH3:57])[CH3:58].[CH3:1][O:2][c:3]1[cH:4][c:5]2[cH:6][c:7](-[c:14]3[n:15][n:16][n:17]([CH2:19][c:20]4[cH:21][c:22]([O:26][CH2:27][c:28]5[n:29][c:30]6[cH:31][cH:32][cH:33][cH:34][c:35]6[cH:36][cH:37]5)[cH:23][cH:24][cH:25]4)[n:18]3)[c:8](=[O:13])[nH:9][c:10]2[cH:11][cH:12]1.[CH:59]([Cl:60])([Cl:61])[Cl:62].[K+:42].[K+:43].[O:49]=[CH:50][N:51]([CH3:52])[CH3:53]>>[CH3:1][O:2][c:3]1[cH:4][c:5]2[cH:6][c:7](-[c:14]3[n:15][n:16][n:17]([CH2:19][c:20]4[cH:21][c:22]([O:26][CH2:27][c:28]5[n:29][c:30]6[cH:31][cH:32][cH:33][cH:34][c:35]6[cH:36][cH:37]5)[cH:23][cH:24][cH:25]4)[n:18]3)[c:8](=[O:13])[n:9]([CH2:45][CH2:46][CH2:47][Cl:48])[c:10]2[cH:11][cH:12]1. Reactants: BrB(Br)Br, ClCCl, CCCCCl, COC(C)OCOC(C)c1cc(S(N)(=O)=S)sc1C, C[Sn](C)(C)C, [Na+], O=C([O-])O. The product is Cc1sc(S(N)(=O)=S)cc1C(C)O. RXN SMILES: [B:1]([Br:2])([Br:3])[Br:4].[CH2:34]([Cl:35])[Cl:36].[CH2:37]([Cl:38])[CH2:39][CH2:40][CH3:41].[CH3:10][O:11][CH:12]([O:13][CH2:14][O:16][CH:17]([CH3:18])[c:19]1[cH:20][c:21]([S:25](=[O:26])(=[S:27])[NH2:28])[s:22][c:23]1[CH3:24])[CH3:15].[CH3:5][Sn:6]([CH3:7])([CH3:8])[CH3:9].[Na+:33].[O-:29][C:30]([OH:31])=[O:32]>>[OH:16][CH:17]([CH3:18])[c:19]1[cH:20][c:21]([S:25](=[O:26])(=[S:27])[NH2:28])[s:22][c:23]1[CH3:24]. Starting materials: C(C)(=O)C1=CC=CC=C1 (acetophenone), solution, Cl (hydrochloric acid), Cl.C(C)OCCN1C(=NC2=C1C=CC=C2)NC2CCN(CC2)CCC2(CNCC2)C2=CC=CC=C2 (3-(2-(4-(1-(2-ethoxyethyl)-1H-benzimidazol-2-yl-amino)piperidin-1-yl)ethyl)-3-phenylpyrrolidine hydrochloric acid salt), C(#N)[BH3-].[Na+] (sodium cyanoborohydride). Reagents/catalysts: BrCOC=1C(=CC=C(C1)C)O (bromocreosol). The solvent is C(C)(=O)OCC (ethyl acetate), CO (methanol), CO (methanol). Yields the product CC(C1=CC=CC=C1)N1CC(CC1)(C1=CC=CC=C1)CCN1CCC(CC1)NC1=NC2=C(N1CCOCC)C=CC=C2 (1-(α-methylbenzyl)-3-(2-(4-(1-(2-ethoxyethyl)-1H-benzimidazol-2-yl-amino)piperidin-1-yl)ethyl)-3-phenylpyrrolidine). Reaction SMILES: [C:1]([C:4]1[CH:9]=[CH:8][CH:7]=[CH:6][CH:5]=1)(=O)[CH3:2].Cl.[CH2:11]([O:13][CH2:14][CH2:15][N:16]1[C:20]2[CH:21]=[CH:22][CH:23]=[CH:24][C:19]=2[N:18]=[C:17]1[NH:25][CH:26]1[CH2:31][CH2:30][N:29]([CH2:32][CH2:33][C:34]2([C:39]3[CH:44]=[CH:43][CH:42]=[CH:41][CH:40]=3)[CH2:38][CH2:37][NH:36][CH2:35]2)[CH2:28][CH2:27]1)[CH3:12].C([BH3-])#N.[Na+].Cl>CO.BrCOC1C(O)=CC=C(C)C=1.C(OCC)(=O)C>[CH3:2][CH:1]([N:36]1[CH2:37][CH2:38][C:34]([CH2:33][CH2:32][N:29]2[CH2:30][CH2:31][CH:26]([NH:25][C:17]3[N:16]([CH2:15][CH2:14][O:13][CH2:11][CH3:12])[C:20]4[CH:21]=[CH:22][CH:23]=[CH:24][C:19]=4[N:18]=3)[CH2:27][CH2:28]2)([C:39]2[CH:44]=[CH:43][CH:42]=[CH:41][CH:40]=2)[CH2:35]1)[C:4]1[CH:9]=[CH:8][CH:7]=[CH:6][CH:5]=1 |f:1.2,3.4|. Procedure: According to the method of J. Am. Chem. Soc., 93, 2897 (1971), combine acetophenone (10 mmol) and 3-(2-(4-(1-(2-ethoxyethyl)-1H-benzimidazol-2-yl-amino)piperidin-1-yl)ethyl)-3-phenylpyrrolidine hydrochloric acid salt (prepared from (−)-3-phenyl-3-(2-hydroxyethyl)pyrrolidine (R,R)-di-p-anisoyltartaric acid salt) (10 mmol) in methanol (100 mL). Add bromocreosol green (0.5% by weight in methanol, 1 drop). Add dropwise, a solution of sodium cyanoborohydride (10 mL, 1M in tetrahydrofuran, 10 mmol) an... Reactants: CC1COC(=O)N1c1ccc(C(=O)O)cc1, Cc1ccc(OC2CCNCC2)cc1. Yields the product Cc1ccc(OC2CCN(C(=O)c3ccc(N4C(=O)OCC4C)cc3)CC2)cc1. RXN SMILES: [CH3:15][CH:16]1[N:17]([c:22]2[cH:23][cH:24][c:25]([C:26](=[O:27])[OH:28])[cH:29][cH:30]2)[C:18](=[O:21])[O:19][CH2:20]1.[c:1]1([CH3:14])[cH:2][cH:3][c:4]([O:7][CH:8]2[CH2:9][CH2:10][NH:11][CH2:12][CH2:13]2)[cH:5][cH:6]1>>[c:1]1([CH3:14])[cH:2][cH:3][c:4]([O:7][CH:8]2[CH2:9][CH2:10][N:11]([C:26]([c:25]3[cH:24][cH:23][c:22]([N:17]4[CH:16]([CH3:15])[CH2:20][O:19][C:18]4=[O:21])[cH:30][cH:29]3)=[O:27])[CH2:12][CH2:13]2)[cH:5][cH:6]1. The reactants are FC(COS(=O)(=O)C)F (methanesulfonic acid 2,2-difluoroethyl ester), BrC=1C(=C(C(=CC1)Cl)O)F (3-bromo-6-chloro-2-fluorophenol), [H-].[Na+] (sodium hydride). Run in CN(C=O)C (DMF), O (water), CN(C=O)C (dimethylformamide), CN(C=O)C (DMF). Conditions: temperature 70 celsius, time 1 hour. Yields the product BrC1=C(C(=C(C=C1)Cl)OCC(F)F)F (1-bromo-4-chloro-3-(2,2-difluoroethoxy)-2-fluorobenzene). The yield is 45.6%. As a reaction SMILES: [Br:1][C:2]1[C:3]([F:10])=[C:4]([OH:9])[C:5]([Cl:8])=[CH:6][CH:7]=1.[H-].[Na+].[F:13][CH:14]([F:21])[CH2:15]OS(C)(=O)=O>CN(C)C=O.O>[Br:1][C:2]1[CH:7]=[CH:6][C:5]([Cl:8])=[C:4]([O:9][CH2:15][CH:14]([F:21])[F:13])[C:3]=1[F:10] |f:1.2|. Procedure: A solution of 3-bromo-6-chloro-2-fluorophenol (15.4 g, 0.068 mol) in dimethylformamide (DMF; 25 mL) was slowly added to a suspension of sodium hydride (60% dispersion in mineral oil) (4.0 g, 0.10 mol) in DMF (100 mL) and the reaction mixture was stirred one hour. A solution of methanesulfonic acid 2,2-difluoroethyl ester (17.5 g, 0.109 mol) in DMF (10 mL) was slowly added. The resulting solution was heated at 70° C. for eighteen hours. The cooled solution was diluted with water (200 mL) and extr... The reactants are C[C@@H]1NCCC1 ((S)-(+)-2-Methylpyrrolidine), C(C)(C)(C)OC(=O)N1C[C@H](CC1)OS(=O)(=O)C1=CC=C(C=C1)C (3-(3S)-(Toluene-4-sulfonyloxy)-pyrrolidine-1-carboxylic acid tert-butyl ester), C[C@@H]1NCCC1 ((S)-(+)-2-methylpyrrolidine), C(=O)([O-])[O-].[K+].[K+] (K2CO3), O (H2O). The solvent is C(C)#N (acetonitrile). Run at temperature 80 celsius. The product is C(C)(C)(C)OC(=O)N1C[C@@H](CC1)N1[C@H](CCC1)C ((2S,3′R)-2-Methyl-[1,3′]bipyrrolidinyl-1′-carboxylic acid tert-butyl ester). Yield: 74.8%. RXN SMILES: [C:1]([O:5][C:6]([N:8]1[CH2:12][CH2:11][C@H:10](OS(C2C=CC(C)=CC=2)(=O)=O)[CH2:9]1)=[O:7])([CH3:4])([CH3:3])[CH3:2].[CH3:24][C@H:25]1[CH2:29][CH2:28][CH2:27][NH:26]1.C([O-])([O-])=O.[K+].[K+].O>C(#N)C>[C:1]([O:5][C:6]([N:8]1[CH2:12][CH2:11][C@@H:10]([N:26]2[CH2:27][CH2:28][CH2:29][C@@H:25]2[CH3:24])[CH2:9]1)=[O:7])([CH3:2])([CH3:3])[CH3:4] |f:2.3.4|. Reported procedure: A suspension of 3-(3S)-(Toluene-4-sulfonyloxy)-pyrrolidine-1-carboxylic acid tert-butyl ester (4.51 g, 13.2 mmol), (S)-(+)-2-methylpyrrolidine (1.35 g, 15.84 mmol), and K2CO3 (4.01 g, 29.04 mmol) in acetonitrile (44 mL) was heated to 80° C. for 20 h and then added additional (S)-(+)-2-Methylpyrrolidine (834 mg, 9.79 mmol), and continued heating for 20 h. Removed from heating and concentrated to provide a residue which was taken up with H2O (100 mL) and extracted with CH2Cl2 (2×100 mL). Dried the... Starting materials: C(C)(=O)O (acetic acid), P(O)(O)(O)=O.C1(=CC=CC=C1)C1CNCC1 (3-phenyl-pyrrolidine phosphoric acid salt), C(C)(=O)O[BH-](OC(C)=O)OC(C)=O.[Na+] (sodium triacetoxyborohydride), C(=O)C1=CC(=C(OC2=NC=C(C#N)C=C2)C=C1)C (6-(4-Formyl-2-methyl-phenoxy)-nicotinonitrile), C(=O)C1=CC(=C(OC2=NC=C(C#N)C=C2)C=C1)C (6-(4-Formyl-2-methyl-phenoxy)-nicotinonitrile). Solvent: hexanes, C(C)(=O)OCC (ethyl acetate), ClCCCl (1,2-dichloroethane). Product: CC1=C(OC2=NC=C(C#N)C=C2)C=CC(=C1)CN1CC(CC1)C1=CC=CC=C1 ((±)-6-[2-Methyl-4-(3-phenyl-pyrollidin-1ylmethyl)-phenoxy]-nicotinonitrile). Yield: 71.0%. Reaction SMILES: P(=O)(O)(O)O.[C:6]1([CH:12]2[CH2:16][CH2:15][NH:14][CH2:13]2)[CH:11]=[CH:10][CH:9]=[CH:8][CH:7]=1.[CH:17]([C:19]1[CH:33]=[CH:32][C:22]([O:23][C:24]2[CH:31]=[CH:30][C:27]([C:28]#[N:29])=[CH:26][N:25]=2)=[C:21]([CH3:34])[CH:20]=1)=O.C(O[BH-](OC(=O)C)OC(=O)C)(=O)C.[Na+].C(O)(=O)C>ClCCCl.C(OCC)(=O)C>[CH3:34][C:21]1[CH:20]=[C:19]([CH2:17][N:14]2[CH2:15][CH2:16][CH:12]([C:6]3[CH:11]=[CH:10][CH:9]=[CH:8][CH:7]=3)[CH2:13]2)[CH:33]=[CH:32][C:22]=1[O:23][C:24]1[CH:31]=[CH:30][C:27]([C:28]#[N:29])=[CH:26][N:25]=1 |f:0.1,3.4|. Procedure: Using a method similar to Example 362, using 3-phenyl-pyrrolidine phosphoric acid salt (1.543 g, 6.29 mmol), 6-(4-formyl-2-methyl-phenoxy)-nicotinonitrile (compound of example 365, step 1) (1.499 g, 6.30 mmol), sodium triacetoxyborohydride (2.00 g, 9.44 mmol), and acetic acid (0.58 mL, 10.1 mmol) in 1,2-dichloroethane (50 mL), after silica gel chromatography (19:1→1:3 hexanes:ethyl acetate) provides 1.65 g (71%) of the title compound as a clear syrup: Mass spectrum (electrospray): m/z=370.1 (M+1...